This data is from the Open Reaction Database (ORD), a public repository of structured organic reaction records. The task is: describe an organic reaction: reactants, conditions, products, and yield Reactants: [H-].[Na+] (sodium hydride), CS(=O)(=O)C (dimethylsulfone), C(C)(C)(C)C1=C(C=C(C(=O)OC)C=C1N(C)C)N(C)C (methyl 4-tert. butyl-3,5-bis(dimethylamino)benzoate). Run in CS(=O)C (dimethylsulfoxide). Conditions: time 1.5 hour. The product is C(C)(C)(C)C1=C(C=C(C=C1N(C)C)C(CS(=O)(=O)C)=O)N(C)C (4'-tert. butyl-3',5'-bis(dimethylamino)-2-methylsulfonylacetophenone). RXN SMILES: [H-].[Na+].[CH3:3][S:4]([CH3:7])(=[O:6])=[O:5].[C:8]([C:12]1[C:21]([N:22]([CH3:24])[CH3:23])=[CH:20][C:15]([C:16](OC)=[O:17])=[CH:14][C:13]=1[N:25]([CH3:27])[CH3:26])([CH3:11])([CH3:10])[CH3:9]>CS(C)=O>[C:8]([C:12]1[C:13]([N:25]([CH3:27])[CH3:26])=[CH:14][C:15]([C:16](=[O:17])[CH2:3][S:4]([CH3:7])(=[O:6])=[O:5])=[CH:20][C:21]=1[N:22]([CH3:24])[CH3:23])([CH3:11])([CH3:9])[CH3:10] |f:0.1|. Reported procedure: A suspension of 2.4 g. of sodium hydride (50% suspension in oil) and 7.05 g. of dimethylsulfone in 17.5 ml. of dimethylsulfoxide was stirred with the exclusion of moisture for 2 hours at 50° C. 6.9 G. of methyl 4-tert. butyl-3,5-bis(dimethylamino)benzoate were then added, and the mixture was stirred at room temperature for 1.5 hours. The solution was diluted with 150 ml. of ice water, the precipitated solid material filtered off, washed with water and recrystallized from methanol, there being ob... Reactants: CC(=O)N1CCN=C1Nc1cc(C)nn1-c1ccccc1C, CO, Cl. Yields the product Cc1cc(NC2=NCCN2)n(-c2ccccc2C)n1. As a reaction SMILES: [C:1](=[O:2])([CH3:3])[N:4]1[C:5]([NH:9][c:10]2[cH:11][c:12]([CH3:22])[n:13][n:14]2-[c:15]2[c:16]([CH3:21])[cH:17][cH:18][cH:19][cH:20]2)=[N:6][CH2:7][CH2:8]1.[CH3:24][OH:25].[ClH:23]>>[N:4]1=[C:5]([NH:9][c:10]2[cH:11][c:12]([CH3:22])[n:13][n:14]2-[c:15]2[c:16]([CH3:21])[cH:17][cH:18][cH:19][cH:20]2)[NH:6][CH2:7][CH2:8]1. The reactants are CCCCO, c1ccc2c(c1)CCN2, CCN(C(C)C)C(C)C, Clc1ccnc(Cl)n1. Product: Clc1nccc(N2CCc3ccccc32)n1. RXN SMILES: [CH2:27]([OH:28])[CH2:29][CH2:30][CH3:31].[CH2:9]1[CH2:10][c:11]2[cH:12][cH:13][cH:14][cH:15][c:16]2[NH:17]1.[CH:18]([N:19]([CH2:20][CH3:21])[CH:22]([CH3:23])[CH3:24])([CH3:25])[CH3:26].[Cl:1][c:2]1[n:3][cH:4][cH:5][c:6]([Cl:8])[n:7]1>>[Cl:1][c:2]1[n:3][cH:4][cH:5][c:6]([N:17]2[CH2:9][CH2:10][c:11]3[cH:12][cH:13][cH:14][cH:15][c:16]32)[n:7]1. Reactants: C#Cc1cccc(Nc2ncnc3ccc([N+](=O)[O-])cc23)c1, CCOC(C)=O, [Na+], O=C([O-])O. The product is C#Cc1cccc(Nc2ncnc3ccc(N)cc23)c1. Reaction SMILES: [C:1](#[CH:2])[c:3]1[cH:4][c:5]([NH:9][c:10]2[n:11][cH:12][n:13][c:14]3[cH:15][cH:16][c:17]([N+:20]([O-:21])=[O:22])[cH:18][c:19]23)[cH:6][cH:7][cH:8]1.[CH3:28][CH2:29][O:30][C:31](=[O:32])[CH3:33].[Na+:27].[O-:23][C:24]([OH:25])=[O:26]>>[C:1](#[CH:2])[c:3]1[cH:4][c:5]([NH:9][c:10]2[n:11][cH:12][n:13][c:14]3[cH:15][cH:16][c:17]([NH2:20])[cH:18][c:19]23)[cH:6][cH:7][cH:8]1.